From a dataset of the Open Reaction Database (ORD), a public repository of structured organic reaction records. describe an organic reaction: reactants, conditions, products, and yield The reactants are FC1=CC=C(C=C1)C(C#CCN1CCC2(C(NCN2C2=CC=CC=C2)=O)CC1)O (8-[4(p-fluorophenyl)-4-hydroxy-2-butynyl]-1-phenyl-1,3,8-triazaspiro[4,5]decan-4-one), [H][H] (hydrogen), N1=CC=CC2=CC=CC=C12 (quinoline). Reagents/catalysts: [Pd] (palladium), [Pd] (palladium on barium sulfate). Solvent: C(C)O (ethanol), C(C)O (ethanol), C(Cl)(Cl)Cl (chloroform). Conditions: time 15 minute. Product: FC1=CC=C(C=C1)C(C=CCN1CCC2(C(NCN2C2=CC=CC=C2)=O)CC1)O (8-[4(p-fluorophenyl)-4-hydroxy-2-butenyl]-1-phenyl-1,3,8-triazaspiro[4,5]decan-4-one). Reaction SMILES: N1C2C(=CC=CC=2)C=CC=1.[F:11][C:12]1[CH:17]=[CH:16][C:15]([CH:18]([OH:39])[C:19]#[C:20][CH2:21][N:22]2[CH2:38][CH2:37][C:25]3([N:29]([C:30]4[CH:35]=[CH:34][CH:33]=[CH:32][CH:31]=4)[CH2:28][NH:27][C:26]3=[O:36])[CH2:24][CH2:23]2)=[CH:14][CH:13]=1.[H][H]>[Pd].C(O)C.C(Cl)(Cl)Cl>[F:11][C:12]1[CH:17]=[CH:16][C:15]([CH:18]([OH:39])[CH:19]=[CH:20][CH2:21][N:22]2[CH2:38][CH2:37][C:25]3([N:29]([C:30]4[CH:31]=[CH:32][CH:33]=[CH:34][CH:35]=4)[CH2:28][NH:27][C:26]3=[O:36])[CH2:24][CH2:23]2)=[CH:14][CH:13]=1. Reported procedure: To a deactivated palladium catalyst, which was prepared from 5% palladium on barium sulfate (30 mg) and quinoline (15 mg) in ethanol (6 ml) and chloroform (2 ml) by stirring for 15 minutes under hydrogen, was added a solution of 8-[4(p-fluorophenyl)-4-hydroxy-2-butynyl]-1-phenyl-1,3,8-triazaspiro[4,5]decan-4-one (0.80 g) in ethanol (3 ml), and the resulting mixture was stirred under hydrogen at 25° C until an equimolar amount of hydrogen (48 ml) was consumed. The catalyst was filtered off, and t... The reactants are CN(C)C=O, Nc1nc2c(c3c1ncn3CCCO)CCCC2, O=S(Cl)Cl. Product: Nc1nc2c(c3c1ncn3CCCCl)CCCC2. As a reaction SMILES: [CH3:23][N:24]([CH3:25])[CH:26]=[O:27].[NH2:1][c:2]1[n:3][c:4]2[c:9]([c:10]3[c:11]1[n:12][cH:13][n:14]3[CH2:15][CH2:16][CH2:17][OH:18])[CH2:8][CH2:7][CH2:6][CH2:5]2.[S:19]([Cl:20])([Cl:21])=[O:22]>>[NH2:1][c:2]1[n:3][c:4]2[c:9]([c:10]3[c:11]1[n:12][cH:13][n:14]3[CH2:15][CH2:16][CH2:17][Cl:21])[CH2:8][CH2:7][CH2:6][CH2:5]2. Starting materials: Cl, Cl, Cl, NC1CCC(CCN2CCN(c3nccc4c3OCC4)CC2)CC1, O=C(O)c1ccc(-n2cccc2)cc1. Product: O=C(NC1CCC(CCN2CCN(c3nccc4c3OCC4)CC2)CC1)c1ccc(-n2cccc2)cc1. Reaction SMILES: [ClH:1].[ClH:2].[ClH:3].[O:4]1[CH2:5][CH2:6][c:7]2[c:8]1[c:9]([N:13]1[CH2:14][CH2:15][N:16]([CH2:19][CH2:20][CH:21]3[CH2:22][CH2:23][CH:24]([NH2:27])[CH2:25][CH2:26]3)[CH2:17][CH2:18]1)[n:10][cH:11][cH:12]2.[n:28]1(-[c:33]2[cH:34][cH:35][c:36]([C:37](=[O:38])[OH:39])[cH:40][cH:41]2)[cH:29][cH:30][cH:31][cH:32]1>>[O:4]1[CH2:5][CH2:6][c:7]2[c:8]1[c:9]([N:13]1[CH2:14][CH2:15][N:16]([CH2:19][CH2:20][CH:21]3[CH2:22][CH2:23][CH:24]([NH:27][C:37]([c:36]4[cH:35][cH:34][c:33](-[n:28]5[cH:29][cH:30][cH:31][cH:32]5)[cH:41][cH:40]4)=[O:38])[CH2:25][CH2:26]3)[CH2:17][CH2:18]1)[n:10][cH:11][cH:12]2. Starting materials: C=O (formaldehyde), O (water), C(C=C)(=O)NC=NC(=O)N (acrylamidomethyleneurea), COC1=CC=C(O)C=C1 (hydroquinone methyl ether). Run in C(C)N(CC)CC (triethylamine). Yields the product C(O)C=CC(=O)NC=NC(=O)N (monomethylolacrylamidomethyleneurea). As a reaction SMILES: C=O.O.[C:4]([NH:8][CH:9]=[N:10][C:11]([NH2:13])=[O:12])(=[O:7])[CH:5]=[CH2:6].[CH3:14][O:15]C1C=CC(O)=CC=1>C(N(CC)CC)C>[CH2:14]([CH:6]=[CH:5][C:4]([NH:8][CH:9]=[N:10][C:11]([NH2:13])=[O:12])=[O:7])[OH:15]. Reported procedure: 11.34 g of a 37% strength aqueous solution of formaldehyde, 40 g of water, 20 g of acrylamidomethyleneurea, 50 mg of hydroquinone methyl ether and 0.2 g of triethylamine are introduced into a 250-ml reactor. The reaction mixture is heated for 1 hour to 60° C.